From a dataset of the Open Reaction Database (ORD), a public repository of structured organic reaction records. describe an organic reaction: reactants, conditions, products, and yield The reactants are CCN(C(C)C)C(C)C, Cc1ccc(C(=O)CCl)s1, O=C(O)C(F)(F)F, CS(=O)(=O)c1ccc(N2CCc3c(OC4CCNCC4)ncnc32)c(F)c1. Product: Cc1ccc(C(=O)CN2CCC(Oc3ncnc4c3CCN4c3ccc(S(C)(=O)=O)cc3F)CC2)s1. As a reaction SMILES: [CH:35]([N:36]([CH:37]([CH3:38])[CH3:39])[CH2:40][CH3:41])([CH3:42])[CH3:43].[Cl:44][CH2:45][C:46](=[O:47])[c:48]1[s:49][c:50]([CH3:53])[cH:51][cH:52]1.[F:1][C:2]([F:3])([F:4])[C:5]([OH:6])=[O:7].[F:8][c:9]1[c:10]([N:19]2[CH2:20][CH2:21][c:22]3[c:23]2[n:24][cH:25][n:26][c:27]3[O:28][CH:29]2[CH2:30][CH2:31][NH:32][CH2:33][CH2:34]2)[cH:11][cH:12][c:13]([S:15](=[O:16])(=[O:17])[CH3:18])[cH:14]1>>[F:8][c:9]1[c:10]([N:19]2[CH2:20][CH2:21][c:22]3[c:23]2[n:24][cH:25][n:26][c:27]3[O:28][CH:29]2[CH2:30][CH2:31][N:32]([CH2:45][C:46](=[O:47])[c:48]3[s:49][c:50]([CH3:53])[cH:51][cH:52]3)[CH2:33][CH2:34]2)[cH:11][cH:12][c:13]([S:15](=[O:16])(=[O:17])[CH3:18])[cH:14]1. The reactants are C(C1=CC=CC=C1)OC(=O)CN1N=NN=C1S (1-Benzyloxycarbonylmethyl-1H-tetrazole-5-thiol), [H-].[Al+3].[Li+].[H-].[H-].[H-].O1CCCC1 (lithium aluminum hydride tetrahydrofuran). Yields the product OCCN1N=NN=C1S (1(2-Hydroxyethyl)-1H-tetrazole-5-thiol). As a reaction SMILES: C([O:8][C:9]([CH2:11][N:12]1[C:16]([SH:17])=[N:15][N:14]=[N:13]1)=O)C1C=CC=CC=1.[H-].[Al+3].[Li+].[H-].[H-].[H-].O1CCCC1>>[OH:8][CH2:9][CH2:11][N:12]1[C:16]([SH:17])=[N:15][N:14]=[N:13]1 |f:1.2.3.4.5.6.7|. Reported procedure: 1-Benzyloxycarbonylmethyl-1H-tetrazole-5-thiol was reduced with lithium aluminum hydride-tetrahydrofuran. m.p. 137°-139° C. The reactants are BrC=1C=C(C=CC1)CCNC(OC(C)(C)C)=O (tert-Butyl [2-(3-bromophenyl)ethyl]carbamate), CN(C)C=O (DMF). Reagents/catalysts: [C-]#N.[Zn+2].[C-]#N (Zinc cyanide), C=1C=CC(=CC1)[P](C=2C=CC=CC2)(C=3C=CC=CC3)[Pd]([P](C=4C=CC=CC4)(C=5C=CC=CC5)C=6C=CC=CC6)([P](C=7C=CC=CC7)(C=8C=CC=CC8)C=9C=CC=CC9)[P](C=1C=CC=CC1)(C=1C=CC=CC1)C=1C=CC=CC1 (tetrakis(triphenylphosphine)palladium). Solvent: CCOC(=O)C (EtOAc). Conditions: temperature 150 celsius. Yields the product C(#N)C=1C=C(C=CC1)CCNC(OC(C)(C)C)=O (tert-Butyl [2-(3-cyanophenyl)ethyl]carbamate). Isolated yield 64.3%. As a reaction SMILES: Br[C:2]1[CH:3]=[C:4]([CH2:8][CH2:9][NH:10][C:11](=[O:17])[O:12][C:13]([CH3:16])([CH3:15])[CH3:14])[CH:5]=[CH:6][CH:7]=1.[CH3:18][N:19](C=O)C>CCOC(C)=O.[C-]#N.[Zn+2].[C-]#N.C1C=CC([P]([Pd]([P](C2C=CC=CC=2)(C2C=CC=CC=2)C2C=CC=CC=2)([P](C2C=CC=CC=2)(C2C=CC=CC=2)C2C=CC=CC=2)[P](C2C=CC=CC=2)(C2C=CC=CC=2)C2C=CC=CC=2)(C2C=CC=CC=2)C2C=CC=CC=2)=CC=1>[C:18]([C:2]1[CH:3]=[C:4]([CH2:8][CH2:9][NH:10][C:11](=[O:17])[O:12][C:13]([CH3:16])([CH3:15])[CH3:14])[CH:5]=[CH:6][CH:7]=1)#[N:19] |f:3.4.5,^1:37,39,58,77|. Reported procedure: tert-Butyl [2-(3-bromophenyl)ethyl]carbamate (0.60 g, 1.99 mmol) was dissolved in dry DMF (18 mL) in a under nitrogen atmosphere. Zinc cyanide (0.47 g, 3.99 mmol) and tetrakis(triphenylphosphine)palladium (0.18 g, 0.16 mmol) was added. The reaction mixture was heated in a microwave reactor at 150° C. for 20 mins. The procedure was repeated two more times with equal amount of starting material and the resulting three mixtures were combined and diluted with EtOAc. The mixture was washed with satur... Starting materials: 1-[1-(3′-cyano-111′-biphenyl-4-yl)-2-piperazin-1-ylethyl]cyclohexanol dihydrochloride, C(#N)C=1C=C(C=CC1)C1=CC=C(C=C1)C(CN1CCN(CC1)C(=O)OC(C)(C)C)C1(CCCCC1)O (tert-butyl 4-[2-(3′-cyano-1,1′-biphenyl-4-yl)-2-(1-hydroxycyclohexyl)ethyl]piperazine-1-carboxylate), Cl (HCl). Product: Cl.Cl.C(#N)C=1C=C(C=CC1)C1=CC=C(C=C1)C(CN1CCNCC1)C1(CCCCC1)O (1-[1-(3′-cyano-1,1′-biphenyl-4-yl)-2-piperazin-1-ylethyl]cyclohexanol dihydrochloride). RXN SMILES: [C:1]([C:3]1[CH:4]=[C:5]([C:9]2[CH:14]=[CH:13][C:12]([CH:15]([C:30]3([OH:36])[CH2:35][CH2:34][CH2:33][CH2:32][CH2:31]3)[CH2:16][N:17]3[CH2:22][CH2:21][N:20](C(OC(C)(C)C)=O)[CH2:19][CH2:18]3)=[CH:11][CH:10]=2)[CH:6]=[CH:7][CH:8]=1)#[N:2].[ClH:37]>>[ClH:37].[ClH:37].[C:1]([C:3]1[CH:4]=[C:5]([C:9]2[CH:10]=[CH:11][C:12]([CH:15]([C:30]3([OH:36])[CH2:35][CH2:34][CH2:33][CH2:32][CH2:31]3)[CH2:16][N:17]3[CH2:18][CH2:19][NH:20][CH2:21][CH2:22]3)=[CH:13][CH:14]=2)[CH:6]=[CH:7][CH:8]=1)#[N:2] |f:2.3.4|. Reported procedure: In an analogous manner to Example 135, step 4, 1-[1-(3′-cyano-111′-biphenyl-4-yl)-2-piperazin-1-ylethyl]cyclohexanol dihydrochloride was prepared from tert-butyl 4-[2-(3′-cyano-1,1′-biphenyl-4-yl)-2-(1-hydroxycyclohexyl)ethyl]piperazine-1-carboxylate. MS (ES) m/z 390.3 ([M+H]+); HRMS: calcd for C25H31N3O.2.00 HCl, 461.2001; found (ESI), 390.2532. Starting materials: CCCc1c(Cc2ccc(-c3ccccc3-c3noc(=O)[nH]3)cc2)c(=O)n(CC(=O)C(C)(C)C)c2nc(C)nn12, CCOC(C)=O, Cl, Cl, CCON, O, c1ccncc1. The product is CCCc1c(Cc2ccc(-c3ccccc3-c3noc(=O)[nH]3)cc2)c(=O)n(CC(=NOCC)C(C)(C)C)c2nc(C)nn12. As a reaction SMILES: [CH3:1][C:2]([C:3]([CH2:4][n:5]1[c:6]2[n:7]([c:8]([CH2:31][CH2:32][CH3:33])[c:9]([CH2:12][c:13]3[cH:14][cH:15][c:16](-[c:19]4[c:20](-[c:25]5[n:26][o:27][c:28](=[O:30])[nH:29]5)[cH:21][cH:22][cH:23][cH:24]4)[cH:17][cH:18]3)[c:10]1=[O:11])[n:34][c:35]([CH3:37])[n:36]2)=[O:38])([CH3:39])[CH3:40].[CH3:54][CH2:55][O:56][C:57](=[O:58])[CH3:59].[ClH:41].[ClH:52].[NH2:42][O:43][CH2:44][CH3:45].[OH2:53].[cH:46]1[cH:47][cH:48][n:49][cH:50][cH:51]1>>[CH3:1][C:2]([C:3]([CH2:4][n:5]1[c:6]2[n:7]([c:8]([CH2:31][CH2:32][CH3:33])[c:9]([CH2:12][c:13]3[cH:14][cH:15][c:16](-[c:19]4[c:20](-[c:25]5[n:26][o:27][c:28](=[O:30])[nH:29]5)[cH:21][cH:22][cH:23][cH:24]4)[cH:17][cH:18]3)[c:10]1=[O:11])[n:34][c:35]([CH3:37])[n:36]2)=[N:42][O:43][CH2:44][CH3:45])([CH3:39])[CH3:40]. The reactants are C(C1CO1)OC1=CC=CC=C1 (Phenyl glycidyl ether), O (water), NCCNC1=C2NC=NC2=NC=N1 (6-(2-aminoethylamino)-purine), CN(C=O)C (dimethylformamide). Run in C(Cl)Cl (methylene chloride). The product is O(C1=CC=CC=C1)CC(CNCCNC1=C2NC=NC2=NC=N1)O (1-Phenoxy-3-[2-(purin-6-ylamino)-ethylamino]-propan-2-ol). As a reaction SMILES: [CH2:1]([O:5][C:6]1[CH:11]=[CH:10][CH:9]=[CH:8][CH:7]=1)[CH:2]1[O:4][CH2:3]1.[NH2:12][CH2:13][CH2:14][NH:15][C:16]1[N:24]=[CH:23][N:22]=[C:21]2[C:17]=1[NH:18][CH:19]=[N:20]2.CN(C)C=O.O>C(Cl)Cl>[O:5]([CH2:1][CH:2]([OH:4])[CH2:3][NH:12][CH2:13][CH2:14][NH:15][C:16]1[N:24]=[CH:23][N:22]=[C:21]2[C:17]=1[NH:18][CH:19]=[N:20]2)[C:6]1[CH:11]=[CH:10][CH:9]=[CH:8][CH:7]=1. Procedure: 4.5 g. Phenyl glycidyl ether and 14.2 g. 6-(2-aminoethylamino)-purine are stirred in 100 ml. dimethylformamide for 10 hours at 50° C. The reaction mixture is taken up in methylene chloride, shaken out with water, dried and purified chromatographically on a silica gel column in the manner described in Example 25. The product obtained by evaporation of the pure fractions is recrystallized from ethanol. There are obtained 2.3 g. (23% of theory) of the desired product in the form of colorless crysta... Reactants: N1=CC=C(C=C1)C1=C(C=O)C=CC=C1 (2-pyridin-4-yl-benzaldehyde), [BH4-].[Na+] (NaBH4). The product is N1=CC=C(C=C1)C1=C(C=CC=C1)CO ((2-pyridin-4-ylphenyl)methanol). As a reaction SMILES: [N:1]1[CH:6]=[CH:5][C:4]([C:7]2[CH:14]=[CH:13][CH:12]=[CH:11][C:8]=2[CH:9]=[O:10])=[CH:3][CH:2]=1.[BH4-].[Na+]>>[N:1]1[CH:6]=[CH:5][C:4]([C:7]2[CH:14]=[CH:13][CH:12]=[CH:11][C:8]=2[CH2:9][OH:10])=[CH:3][CH:2]=1 |f:1.2|. Procedure: 2-pyridin-4-yl-benzaldehyde was treated with NaBH4 according to the method of Example 119A to provide the title compound. MS (ESI+) m/z 185 (M+H)+;